From a dataset of the Open Reaction Database (ORD), a public repository of structured organic reaction records. describe an organic reaction: reactants, conditions, products, and yield Reagents/catalysts: S(O)(O)(=O)=O (Sulfuric acid). Procedure details: 2,5-Dimercapto-1,3,4-thiadiazole (35 g, 0.23 mol) and alpha-pinene (35 g, 0.26 mol) were charged to a reaction vessel and heated cautiously to 140° C. (exothermic reaction). The reaction was maintained at 135°-155° C. for 15 min. The reaction was fitted with a Dean Stark trap filled with xylene. Xylene (15 ml) was charged to the reaction. The reaction was fitted with an addition funnel containing t-butanol (25 g, 0.34 mol). The alcohol was added slowly with the reaction refluxing. Sulfuric acid ... Reaction conditions: temperature 140 celsius. Product: C12C(CCC(C1(C)C)C2)(C)SC=2SC(=NN2)SC(C)(C)C (2-(2-Pinanylthio)-5-(t-butylthio)-1,3,4-thiadiazole). Reaction SMILES: [SH:1][C:2]1[S:3][C:4]([SH:7])=[N:5][N:6]=1.[CH3:8][C:9]1[CH:14]2[C:15]([CH3:17])([CH3:16])[CH:12]([CH2:13]2)[CH2:11][CH:10]=1.[C:18](O)([CH3:21])([CH3:20])[CH3:19].O>S(=O)(=O)(O)O.C1(C)C(C)=CC=CC=1>[CH:14]12[CH2:13][CH:12]([C:15]1([CH3:17])[CH3:16])[CH2:11][CH2:10][C:9]2([S:1][C:2]1[S:3][C:4]([S:7][C:18]([CH3:21])([CH3:20])[CH3:19])=[N:5][N:6]=1)[CH3:8]. Run in C=1(C(=CC=CC1)C)C (Xylene), C=1(C(=CC=CC1)C)C (xylene). Starting materials: alcohol, SC=1SC(=NN1)S (2,5-Dimercapto-1,3,4-thiadiazole), CC1=CCC2CC1C2(C)C (alpha-pinene), O (water), C(C)(C)(C)O (t-butanol). The reactants are ClC1=NC=2N([C@@H](C(N(C2C=N1)C)=O)CC)C1CC(C1)F ((R)-2-Chloro-7-ethyl-8-(3-fluorocyclobutyl)-5-methyl-7,8-dihydropteridin-6(5H)-one), FC=1C=C(C=CC1F)C=1NC=CN1 (2-(3,4-difluorophenyl)-1H-imidazole). The product is FC=1C=C(C=CC1F)C=1N(C=CN1)C1=NC=2N([C@@H](C(N(C2C=N1)C)=O)CC)C1CC(C1)F ((R)-2-(2-(3,4-difluorophenyl)-1H-imidazol-1-yl)-7-ethyl-8-(3-fluorocyclobutyl)-5-methyl-7,8-dihydropteridin-6(5H)-one). RXN SMILES: Cl[C:2]1[N:11]=[CH:10][C:9]2[N:8]([CH3:12])[C:7](=[O:13])[C@@H:6]([CH2:14][CH3:15])[N:5]([CH:16]3[CH2:19][CH:18]([F:20])[CH2:17]3)[C:4]=2[N:3]=1.[F:21][C:22]1[CH:23]=[C:24]([C:29]2[NH:30][CH:31]=[CH:32][N:33]=2)[CH:25]=[CH:26][C:27]=1[F:28]>>[F:21][C:22]1[CH:23]=[C:24]([C:29]2[N:33]([C:2]3[N:11]=[CH:10][C:9]4[N:8]([CH3:12])[C:7](=[O:13])[C@@H:6]([CH2:14][CH3:15])[N:5]([CH:16]5[CH2:19][CH:18]([F:20])[CH2:17]5)[C:4]=4[N:3]=3)[CH:32]=[CH:31][N:30]=2)[CH:25]=[CH:26][C:27]=1[F:28]. Procedure details: The title compound was prepared similarly to the methods described in Example 77, with Intermediate W instead of Intermediate C and with 2-(3,4-difluorophenyl)-1H-imidazole instead of 2-phenyl-1H-imidazole. LCMS: 443.1 m/z (M+H)+; ret. Time: 6.85 min (Analytical Method C). Starting materials: BrC=1N=C2C(=NC1)NC=C2C(C(C)(C)C)=O (1-(2-bromo-5H-pyrrolo[2,3-b]pyrazin-7-yl)-2,2-dimethyl-propan-1-one), C(C(C)C)OC=1C=C(C=CC1)B(O)O (3-Isobutoxyphenylboronic acid). The solvent is hexanes, CCOC(=O)C (EtOAc). The product is C(C(C)C)OC=1C=C(C=CC1)C=1N=C2C(=NC1)NC=C2C(C(C)(C)C)=O (1-[2-(3-Isobutoxy-phenyl)-5H-pyrrolo[2,3-b]pyrazin-7-yl]-2,2-dimethyl-propan-1-one), pale yellow solid. Isolated yield 94.0%. Reaction SMILES: Br[C:2]1[N:3]=[C:4]2[C:10]([C:11](=[O:16])[C:12]([CH3:15])([CH3:14])[CH3:13])=[CH:9][NH:8][C:5]2=[N:6][CH:7]=1.[CH2:17]([O:21][C:22]1[CH:23]=[C:24](B(O)O)[CH:25]=[CH:26][CH:27]=1)[CH:18]([CH3:20])[CH3:19]>CCOC(C)=O>[CH2:17]([O:21][C:22]1[CH:27]=[C:26]([C:2]2[N:3]=[C:4]3[C:10]([C:11](=[O:16])[C:12]([CH3:15])([CH3:14])[CH3:13])=[CH:9][NH:8][C:5]3=[N:6][CH:7]=2)[CH:25]=[CH:24][CH:23]=1)[CH:18]([CH3:20])[CH3:19]. Procedure details: 1-[2-(3-Isobutoxy-phenyl)-5H-pyrrolo[2,3-b]pyrazin-7-yl]-2,2-dimethyl-propan-1-one was prepared starting from 1-(2-bromo-5H-pyrrolo[2,3-b]pyrazin-7-yl)-2,2-dimethyl-propan-1-one and 3-Isobutoxyphenylboronic acid following general procedures as described in these Examples. Silica gel chromatography using 30-100% EtOAc in hexanes as eluant provided 170 mg (94%) of a pale yellow solid. MP 177-178° C., M+H=351. The reactants are COC(=O)C=1NN=C(C1)C (5-methyl-2H-pyrazole-3-carboxylic acid methyl ester), Cl (HCl), C(C1=CC=CC=C1)Br (benzyl bromide), C(=O)([O-])[O-].[K+].[K+] (K2CO3). The solvent is CN(C)C=O (DMF). Conditions: time 15 minute. The product is COC(=O)C=1N(N=C(C1)C)CC1=CC=CC=C1 (2-Benzyl-5-methyl-2H-pyrazole-3-carboxylic acid methyl ester). Isolated yield 26.5%. RXN SMILES: [CH3:1][O:2][C:3]([C:5]1[NH:6][N:7]=[C:8]([CH3:10])[CH:9]=1)=[O:4].C([O-])([O-])=O.[K+].[K+].[CH2:17](Br)[C:18]1[CH:23]=[CH:22][CH:21]=[CH:20][CH:19]=1.Cl>CN(C=O)C>[CH3:1][O:2][C:3]([C:5]1[N:6]([CH2:17][C:18]2[CH:23]=[CH:22][CH:21]=[CH:20][CH:19]=2)[N:7]=[C:8]([CH3:10])[CH:9]=1)=[O:4] |f:1.2.3|. Procedure: To a stirring solution of 21.91 g (13.63 mmol) of 5-methyl-2H-pyrazole-3-carboxylic acid methyl ester, prepared as in Part A, in 50 mL of DMF is added 2.88 g (20.44 mmol, 1.5 equiv) of K2CO3, followed by 1.95 mL (16.35 mmol, 1.2 equiv) of benzyl bromide. The reaction mixture is stirred 15 min at RT then heated at 50° C. for 20 h. The reaction is cooled to RT, poured into 100 mL 1N HCl, and extracted with Et2O (2×100 mL). The organic layers were washed with H2O (2×100 mL), dried (MgSO4), and the ... Starting materials: OC1=C(C(=NN1CC1=CC=C(C=C1)OC)C)C(=O)C1=CC=CC=C1 ([5-hydroxy-1-(4-methoxybenzyl)-3-methyl-1H-pyrazol-4-yl]-phenyl-methanone), P(=O)(Cl)(Cl)Cl (phosphorus oxychloride), C(O)([O-])=O.[Na+] (sodium hydrogen carbonate). Run at temperature 40 celsius. Yields the product ClC1=C(C(=NN1CC1=CC=C(C=C1)OC)C)C(=O)C1=CC=CC=C1 ([5-chloro-1-(4-methoxybenzyl)-3-methyl-1H-pyrazol-4-yl]-phenyl-methanone). Reaction SMILES: O[C:2]1[N:6]([CH2:7][C:8]2[CH:13]=[CH:12][C:11]([O:14][CH3:15])=[CH:10][CH:9]=2)[N:5]=[C:4]([CH3:16])[C:3]=1[C:17]([C:19]1[CH:24]=[CH:23][CH:22]=[CH:21][CH:20]=1)=[O:18].C(=O)([O-])O.[Na+].P(Cl)(Cl)([Cl:32])=O>>[Cl:32][C:2]1[N:6]([CH2:7][C:8]2[CH:13]=[CH:12][C:11]([O:14][CH3:15])=[CH:10][CH:9]=2)[N:5]=[C:4]([CH3:16])[C:3]=1[C:17]([C:19]1[CH:24]=[CH:23][CH:22]=[CH:21][CH:20]=1)=[O:18] |f:1.2|. Procedure: A solution containing 400 mg of [5-hydroxy-1-(4-methoxybenzyl)-3-methyl-1H-pyrazol-4-yl]-phenyl-methanone in 5 ml of phosphorus oxychloride was heated at 40° C. for 30 min. The mixture was poured into iced saturated sodium hydrogen carbonate and extracted with dichioromethane three times. The combined extracts were washed with brine then dried over anhydrous magnesium sulphate, filtered and evaporated. The residue was purified by flash chromatography on silica gel using diethyl ether/hexane (1:3... Starting materials: CC(=O)OC(C)=O, CCOC(C)=O, ClCCl, Cl, CCOC(=O)c1ccc(C#CC=CC2=C(C)CCCC2O)cc1, c1ccncc1. The product is CCOC(=O)c1ccc(C#CC=CC2=C(C)CCCC2OC(C)=O)cc1. RXN SMILES: [CH3:30][C:31](=[O:32])[O:33][C:34](=[O:35])[CH3:36].[CH3:40][CH2:41][O:42][C:43](=[O:44])[CH3:45].[Cl:37][CH2:38][Cl:39].[ClH:46].[OH:1][CH:2]1[CH2:3][CH2:4][CH2:5][C:6]([CH3:23])=[C:7]1[CH:8]=[CH:9][C:10]#[C:11][c:12]1[cH:13][cH:14][c:15]([C:16](=[O:17])[O:18][CH2:19][CH3:20])[cH:21][cH:22]1.[cH:24]1[cH:25][cH:26][n:27][cH:28][cH:29]1>>[O:1]([CH:2]1[CH2:3][CH2:4][CH2:5][C:6]([CH3:23])=[C:7]1[CH:8]=[CH:9][C:10]#[C:11][c:12]1[cH:13][cH:14][c:15]([C:16](=[O:17])[O:18][CH2:19][CH3:20])[cH:21][cH:22]1)[C:31]([CH3:30])=[O:32]. Product: CCc1coc(=O)n1C(=O)c1ccc(OC)cc1. Starting materials: CCc1coc(=O)[nH]1, COc1ccc(C(=O)Cl)cc1, c1ccncc1. Reaction SMILES: [CH2:1]([CH3:2])[c:3]1[nH:4][c:5](=[O:8])[o:6][cH:7]1.[CH3:9][O:10][c:11]1[cH:12][cH:13][c:14]([C:15](=[O:16])[Cl:17])[cH:18][cH:19]1.[cH:20]1[cH:21][cH:22][n:23][cH:24][cH:25]1>>[CH2:1]([CH3:2])[c:3]1[n:4]([C:15]([c:14]2[cH:13][cH:12][c:11]([O:10][CH3:9])[cH:19][cH:18]2)=[O:16])[c:5](=[O:8])[o:6][cH:7]1. Product: ClC=1C=C2C(=CNC2=CC1)CC(C)(C)N ([2-(5-chloro-1H-indol-3-yl)-1,1-dimethylethyl]amine). Solvent: C(C)O (ethanol), C(C)O (ethanol). Isolated yield 77.0%. Conditions: temperature 80 celsius, time 30 minute. Reported procedure: 5-Chloro-3-(2,2-dimethyl-2-nitroethyl)-1H-indole (13.5 g, 53.1 mmol), prepared as in Example 2, Step (b), was dissolved in ethanol (≈100 mL). An aqueous suspension of RANEY NICKEL® catalyst (5.0 mL) was added to the solution and the mixture was heated to 80° C. Hydrazine hydrate (10 mL, 321.1 mmol) in ethanol (≈30 mL) was added dropwise to the mixture which was then stirred for an additional 30 minutes. The mixture was filtered through celite and the filter cake was washed with methanol. The fil... Reagents/catalysts: [Ni] (RANEY NICKEL), catalyst. The reactants are O.NN (Hydrazine hydrate), ClC=1C=C2C(=CNC2=CC1)CC([N+](=O)[O-])(C)C (5-Chloro-3-(2,2-dimethyl-2-nitroethyl)-1H-indole). RXN SMILES: [Cl:1][C:2]1[CH:3]=[C:4]2[C:8](=[CH:9][CH:10]=1)[NH:7][CH:6]=[C:5]2[CH2:11][C:12]([CH3:17])([CH3:16])[N+:13]([O-])=O.O.NN>C(O)C.[Ni]>[Cl:1][C:2]1[CH:3]=[C:4]2[C:8](=[CH:9][CH:10]=1)[NH:7][CH:6]=[C:5]2[CH2:11][C:12]([NH2:13])([CH3:16])[CH3:17] |f:1.2|. Product: ClC=1C=C(C=CC1Cl)C=1N=C(SC1)C=1C=C(C(=CC1)C1=C(C=C(C=C1)F)C(F)(F)F)C(=O)O (4-[4-(3,4-dichloro-phenyl)-thiazol-2-yl]-4′-fluoro-2′-trifluoromethyl-biphenyl-2-carboxylic acid). The reactants are ester, COC(C1=C(C=CC(=C1)C=1SC=C(N1)C1=CC(=C(C=C1)Cl)Cl)Br)=O (2-bromo-5-[4-(3,4-dichloro-phenyl)-thiazol-2-yl]-benzoic acid methyl ester), COC(C1=C(C=CC(=C1)C=1SC=C(N1)C1=CC(=C(C=C1)Cl)Cl)Br)=O (2-bromo-5-[4-(3,4-dichloro-phenyl)-thiazol-2-yl]-benzoic acid methyl ester), FC1=CC(=C(C=C1)B(O)O)C(F)(F)F (4-fluoro-2-(trifluoromethyl)benzeneboronic acid). Reported procedure: Using the conditions of General Procedure A for Suzuki Coupling and Hydrolysis in Parallel Mode, 2-bromo-5-[4-(3,4-dichloro-phenyl)-thiazol-2-yl]-benzoic acid methyl ester (which may be prepared as described for Intermediate 6; 111 mg, 0.25 mmol) was reacted with 4-fluoro-2-(trifluoromethyl)benzeneboronic acid (available from Frontier Scientific, Inc.; 87 mg, 0.5 mmol). The resulting ester was hydrolyzed and the acid was purified to give 4-[4-(3,4-dichloro-phenyl)-thiazol-2-yl]-4′-fluoro-2′-trif... RXN SMILES: C[O:2][C:3](=[O:24])[C:4]1[CH:9]=[C:8]([C:10]2[S:11][CH:12]=[C:13]([C:15]3[CH:20]=[CH:19][C:18]([Cl:21])=[C:17]([Cl:22])[CH:16]=3)[N:14]=2)[CH:7]=[CH:6][C:5]=1Br.[F:25][C:26]1[CH:31]=[CH:30][C:29](B(O)O)=[C:28]([C:35]([F:38])([F:37])[F:36])[CH:27]=1>>[Cl:22][C:17]1[CH:16]=[C:15]([C:13]2[N:14]=[C:10]([C:8]3[CH:9]=[C:4]([C:3]([OH:2])=[O:24])[C:5]([C:29]4[CH:30]=[CH:31][C:26]([F:25])=[CH:27][C:28]=4[C:35]([F:36])([F:38])[F:37])=[CH:6][CH:7]=3)[S:11][CH:12]=2)[CH:20]=[CH:19][C:18]=1[Cl:21]. The yield is 3.1%.